This data is from the Open Reaction Database (ORD), a public repository of structured organic reaction records. The task is: describe an organic reaction: reactants, conditions, products, and yield The reactants are C(C)(=O)N1C=CC2=C1N=CC=C2C#N (1-acetyl-1H-pyrrolo[2,3-b]pyridine-4-carbonitrile), [OH-].[Na+] (sodium hydroxide), C(C)O (ethanol), Cl (hydrochloric acid). The solvent is O (water). Run at temperature 90 celsius, time 16 hour. Product: N1C=CC2=C1N=CC=C2C(=O)O (1H-pyrrolo[2,3-b]pyridine-4-carboxylic acid). Yield: 84.0%. Reaction SMILES: C([N:4]1[C:8]2[N:9]=[CH:10][CH:11]=C(C#N)[C:7]=2[CH:6]=[CH:5]1)(=O)C.[OH-:15].[Na+].[CH2:17]([OH:19])[CH3:18].Cl>O>[NH:4]1[C:8]2[N:9]=[CH:10][CH:11]=[C:18]([C:17]([OH:15])=[O:19])[C:7]=2[CH:6]=[CH:5]1 |f:1.2|. Procedure details: A mixture of 1-acetyl-1H-pyrrolo[2,3-b]pyridine-4-carbonitrile (1.80 g, 11.10 mmol), 2 M aqueous sodium hydroxide solution (25 mL) and ethanol (25 mL) was stirred at 90° C. for 16 hr. The reaction mixture was neutralized with hydrochloric acid and diluted with water. The precipitate was collected by filtration, and washed with water and diethyl ether to give the title compound (1.51 g, yield 84%) as pale-yellow crystals. Reactants: CC=1N=CSC1 (4-methylthiazole), C(C)[Mg]Br (ethylmagnesium bromide), [OH-].[Na+] (sodium hydroxide), [Mg] (magnesium), C(C)Br (ethyl bromide), [OH-].[Na+] (sodium hydroxide), [BH4-].[Na+] (sodium borohydride), ClC1=CC=C(C=C1)C1(CCC1)C#N (1-(4-Chlorophenyl)cyclobutanecarbonitrile), Cl.ClC1=CC=C(C=C1)C1(CCC1)C(=N)C=1SC=C(N1)C ([1-(4-chlorophenyl)cyclobutyl](4-methylthiazol2-yl)methanimine hydrochloride). Solvent: CCOCC (ether), O (Water), CCOCC (ether), CCOCC (ether), O (Water), C1(=CC=CC=C1)C (toluene), O1CCCC1 (tetrahydrofuran). Run at temperature 90 celsius. Product: ClC1=CC=C(C=C1)C1(CCC1)NCC=1SC=C(N1)C ([1-(4-chlorophenyl)cyclobutyl](4-methylthiazol-2-yl)methylamine). Reaction SMILES: CC1N=CSC=1.C([Mg]Br)C.[Mg].C(Br)C.[Cl:15][C:16]1[CH:21]=[CH:20][C:19]([C:22]2(C#N)[CH2:25][CH2:24][CH2:23]2)=[CH:18][CH:17]=1.[OH-].[Na+].Cl.ClC1C=CC(C2([C:42]([C:44]3[S:45][CH:46]=[C:47]([CH3:49])[N:48]=3)=[NH:43])CCC2)=CC=1.[BH4-].[Na+]>CCOCC.O.C1(C)C=CC=CC=1.O1CCCC1>[Cl:15][C:16]1[CH:17]=[CH:18][C:19]([C:22]2([NH:43][CH2:42][C:44]3[S:45][CH:46]=[C:47]([CH3:49])[N:48]=3)[CH2:23][CH2:24][CH2:25]2)=[CH:20][CH:21]=1 |f:5.6,7.8,9.10|. Procedure details: A solution of 4-methylthiazole (4.95 g) in ether (5 ml) was added to ethylmagnesium bromide prepared under nitrogen from magnesium turnings (1.2 g) and ethyl bromide (5.5 g) in ether (40 ml). A yellow precipitate was formed which dissolved when the ether was replaced by tetrahydrofuran (70 ml). 1-(4-Chlorophenyl)cyclobutanecarbonitrile (6.0 g) was added and the solvent replaced by toluene and the mixture heated at 90° C. for two hours. Water and 2N sodium hydroxide solution were added and the re... The reactants are C(C)(C)(C)OC(NN)=O.C(CCCCCCCCCCCCCCCCC)(=O)O (stearic acid tert-butylcarbazate). Solvent: FC(C(=O)O)(F)F (trifluoracetic acid). Reaction conditions: time 15 minute. Yields the product C(CCCCCCCCCCCCCCCCC)(=O)NN (stearic acid hydrazide). The yield is 76.3%. Reaction SMILES: C(O[C:6](=[O:9])[NH:7][NH2:8])(C)(C)C.[C:10](O)(=O)[CH2:11][CH2:12][CH2:13][CH2:14][CH2:15][CH2:16][CH2:17][CH2:18][CH2:19][CH2:20][CH2:21][CH2:22][CH2:23][CH2:24][CH2:25][CH2:26]C>FC(F)(F)C(O)=O>[C:6]([NH:7][NH2:8])(=[O:9])[CH2:26][CH2:25][CH2:24][CH2:23][CH2:22][CH2:21][CH2:20][CH2:19][CH2:18][CH2:17][CH2:16][CH2:15][CH2:14][CH2:13][CH2:12][CH2:11][CH3:10] |f:0.1|. Reported procedure: 1.8 g (4.52 mmol) stearic acid tert-butylcarbazate is dissolved in 3 ml trifluoracetic acid, stirred for 15 min and the solvent is removed under vacuum. The mixture is treated with 30 ml dry ether and the precipitate formed is filtered out and washed twice with 50 ml dry diethyl ether. After drying under high vacuum, 1.03 g stearic acid hydrazide is obtained; Rf=0.66 (ethyl acetate/methanol 1/1) Reactants: FC(C1=CC(=NC=2N1N=CC2C#C)C2=CC=C(C=C2)C(F)(F)F)F (7-difluoromethyl-3-ethynyl-5-(4-trifluoromethyl-phenyl)-pyrazolo[1,5-a]pyrimidine), BrC1=CC=C(C=C1)S(=O)(=O)NC (4-bromo-N-methyl-benzenesulfonamide). The product is FC(C1=CC(=NC=2N1N=CC2C#CC2=CC=C(C=C2)S(=O)(=O)NC)C2=CC=C(C=C2)C(F)(F)F)F (4-[7-difluoromethyl-5-(4-trifluoromethyl-phenyl)-pyrazolo[1,5-a]pyrimidin-3-ylethynyl]-N-methyl-benzenesulfonamide), solid. The yield is 58.0%. As a reaction SMILES: [F:1][CH:2]([F:24])[C:3]1[N:8]2[N:9]=[CH:10][C:11]([C:12]#[CH:13])=[C:7]2[N:6]=[C:5]([C:14]2[CH:19]=[CH:18][C:17]([C:20]([F:23])([F:22])[F:21])=[CH:16][CH:15]=2)[CH:4]=1.Br[C:26]1[CH:31]=[CH:30][C:29]([S:32]([NH:35][CH3:36])(=[O:34])=[O:33])=[CH:28][CH:27]=1>>[F:24][CH:2]([F:1])[C:3]1[N:8]2[N:9]=[CH:10][C:11]([C:12]#[C:13][C:26]3[CH:27]=[CH:28][C:29]([S:32]([NH:35][CH3:36])(=[O:33])=[O:34])=[CH:30][CH:31]=3)=[C:7]2[N:6]=[C:5]([C:14]2[CH:19]=[CH:18][C:17]([C:20]([F:23])([F:22])[F:21])=[CH:16][CH:15]=2)[CH:4]=1. Reported procedure: The title compound was prepared from 7-difluoromethyl-3-ethynyl-5-(4-trifluoromethyl-phenyl)-pyrazolo[1,5-a]pyrimidine (example C.2) (340 mg, 1.0 mmol) and 4-bromo-N-methyl-benzenesulfonamide (example B.27) (276 mg, 1.0 mmol) according to general procedure II. Obtained as a yellow solid (300 mg, 58%). MS (ISP) 508.3 [(M+H)+]; mp 202-203° C. Yields the product CC(=C1CCNCC1)c1cccc(Oc2ccc(C(F)(F)F)cn2)c1, O=C(O)C(F)(F)F. As a reaction SMILES: [Cl:40][CH2:41][Cl:42].[F:1][C:2]([c:3]1[cH:4][cH:5][c:6]([O:9][c:10]2[cH:11][c:12]([C:16]([CH3:17])=[C:18]3[CH2:19][CH2:20][N:21]([C:24]([O:25][C:26]([CH3:27])([CH3:28])[CH3:29])=[O:30])[CH2:22][CH2:23]3)[cH:13][cH:14][cH:15]2)[n:7][cH:8]1)([F:31])[F:32].[F:33][C:34]([C:35](=[O:36])[OH:37])([F:38])[F:39]>>[F:1][C:2]([c:3]1[cH:4][cH:5][c:6]([O:9][c:10]2[cH:11][c:12]([C:16]([CH3:17])=[C:18]3[CH2:19][CH2:20][NH:21][CH2:22][CH2:23]3)[cH:13][cH:14][cH:15]2)[n:7][cH:8]1)([F:31])[F:32].[F:33][C:34]([C:35](=[O:36])[OH:37])([F:38])[F:39]. Starting materials: ClCCl, CC(=C1CCN(C(=O)OC(C)(C)C)CC1)c1cccc(Oc2ccc(C(F)(F)F)cn2)c1, O=C(O)C(F)(F)F. Product: C(C)(C)(C)OC(=O)N1CCC(CC1)CCC(=O)N1C[C@@H](CCC1)C(=O)NC(CC(=O)O)C=1C=NC=C(C1)C1=C(C=CC=C1)OCCF (3-({[(3R)-1-{3-[1-(tert-butoxycarbonyl)piperidin-4-yl]propanoyl}piperidin-3-yl]carbonyl}amino)-3-{5-[2-(2-fluoroethoxy)phenyl]pyridin-3-yl}propanoic acid). Reactants: FCCOC1=C(C=CC=C1)C=1C=C(C=NC1)C(CC(=O)OC)NC(=O)[C@H]1CN(CCC1)C(CCC1CCN(CC1)C(=O)OC(C)(C)C)=O (tert-butyl 4-(3-{(3R)-3-[(1-{5-[2-(2-fluoroethoxy)phenyl]pyridin-3-yl}-3-methoxy-3-oxopropyl)carbamoyl]piperidin-1-yl}-3-oxopropyl)piperidine-1-carboxylate), O.O.O.O.O.O.O.O.[OH-].[Ba+2].[OH-] (barium hydroxide octahydrate). Reported procedure: 73 mg (0.11 mmol) tert-butyl 4-(3-{(3R)-3-[(1-{5-[2-(2-fluoroethoxy)phenyl]pyridin-3-yl}-3-methoxy-3-oxopropyl)carbamoyl]piperidin-1-yl}-3-oxopropyl)piperidine-1-carboxylate were dissolved in 13 ml methanol. 344 mg (1.09 mmol) barium hydroxide octahydrate were added. The mixture was stirred at room temperature for 20 hours and then concentrated to give 3-({[(3R)-1-{3-[1-(tert-butoxycarbonyl)piperidin-4-yl]propanoyl}piperidin-3-yl]carbonyl}amino)-3-{5-[2-(2-fluoroethoxy)phenyl]pyridin-3-yl}propan... Reaction conditions: time 20 hour. Solvent: CO (methanol). RXN SMILES: [F:1][CH2:2][CH2:3][O:4][C:5]1[CH:10]=[CH:9][CH:8]=[CH:7][C:6]=1[C:11]1[CH:12]=[C:13]([CH:17]([NH:23][C:24]([C@@H:26]2[CH2:31][CH2:30][CH2:29][N:28]([C:32](=[O:48])[CH2:33][CH2:34][CH:35]3[CH2:40][CH2:39][N:38]([C:41]([O:43][C:44]([CH3:47])([CH3:46])[CH3:45])=[O:42])[CH2:37][CH2:36]3)[CH2:27]2)=[O:25])[CH2:18][C:19]([O:21]C)=[O:20])[CH:14]=[N:15][CH:16]=1.O.O.O.O.O.O.O.O.[OH-].[Ba+2].[OH-]>CO>[C:44]([O:43][C:41]([N:38]1[CH2:39][CH2:40][CH:35]([CH2:34][CH2:33][C:32]([N:28]2[CH2:29][CH2:30][CH2:31][C@@H:26]([C:24]([NH:23][CH:17]([C:13]3[CH:14]=[N:15][CH:16]=[C:11]([C:6]4[CH:7]=[CH:8][CH:9]=[CH:10][C:5]=4[O:4][CH2:3][CH2:2][F:1])[CH:12]=3)[CH2:18][C:19]([OH:21])=[O:20])=[O:25])[CH2:27]2)=[O:48])[CH2:36][CH2:37]1)=[O:42])([CH3:47])([CH3:46])[CH3:45] |f:1.2.3.4.5.6.7.8.9.10.11|. Starting materials: [Cl-].[Al+3].[Cl-].[Cl-] (aluminum chloride), C12C(CC1)C(=O)OC2=O (1,2-cyclobutanedicarboxylic anhydride), ClCCCl (1,2-dichloroethane). The product is O=C(C=C)[C@@H]1[C@@H](CC1)C(=O)O (cis-2-[1-Oxo-2-propenyl]cyclobutanecarboxylic acid). Reaction SMILES: [Cl-].[Al+3].[Cl-].[Cl-].[CH:5]12[C:12](=[O:13])[O:11][C:9](=[O:10])[CH:6]1[CH2:7][CH2:8]2.Cl[CH2:15][CH2:16]Cl>>[O:10]=[C:9]([C@H:6]1[CH2:7][CH2:8][C@H:5]1[C:12]([OH:11])=[O:13])[CH:15]=[CH2:16] |f:0.1.2.3|. Procedure: A mixture of aluminum chloride (66.7 g., 0.5 M), 1,2-cyclobutanedicarboxylic anhydride (31.5 g., 0.24 M) and 1,2-dichloroethane (1 liter) in a 2 liter 3-neck flask equipped with a gas inlet tube, a mechanical stirrer and a drying tube is stirred rapidly and ethylene is bubbled in for 4.5 hours. This mixture is poured into 900 ml. 5% hydrochloric acid and ice. The layers are separated and the organic layer is washed with water and taken to dryness in vacuo. The aqueous layer is extracted with eth... Reactants: aldehyde, NC1=C(CN2CCC3(C(=NC(N3C3=CC(=CC=C3)F)=O)NC3CCCCC3)CC2)C=CC=C1 (8-(2-aminobenzyl)-4-(cyclohexylamino)-1-(3-fluorophenyl)-1,3,8-triazaspiro[4.5]dec-3-en-2-one), CC(=O)C (acetone). Yields the product C1(CCCCC1)NC1=NC(N(C12CCN(CC2)CC2=C(C=CC=C2)NC(C)C)C2=CC(=CC=C2)F)=O (4-(cyclohexylamino)-1-(3-fluorophenyl)-8-[2-(isopropylamino)benzyl]-1,3,8-triazaspiro[4.5]dec-3-en-2-one). RXN SMILES: [NH2:1][C:2]1[CH:33]=[CH:32][CH:31]=[CH:30][C:3]=1[CH2:4][N:5]1[CH2:29][CH2:28][C:8]2([N:12]([C:13]3[CH:18]=[CH:17][CH:16]=[C:15]([F:19])[CH:14]=3)[C:11](=[O:20])[N:10]=[C:9]2[NH:21][CH:22]2[CH2:27][CH2:26][CH2:25][CH2:24][CH2:23]2)[CH2:7][CH2:6]1.[CH3:34][C:35]([CH3:37])=O>>[CH:22]1([NH:21][C:9]2[C:8]3([CH2:28][CH2:29][N:5]([CH2:4][C:3]4[CH:30]=[CH:31][CH:32]=[CH:33][C:2]=4[NH:1][CH:35]([CH3:37])[CH3:34])[CH2:6][CH2:7]3)[N:12]([C:13]3[CH:18]=[CH:17][CH:16]=[C:15]([F:19])[CH:14]=3)[C:11](=[O:20])[N:10]=2)[CH2:23][CH2:24][CH2:25][CH2:26][CH2:27]1. Procedure: Produced using Method Z substituting acetone for the aldehyde and 8-(2-aminobenzyl)-4-(cyclohexylamino)-1-(3-fluorophenyl)-1,3,8-triazaspiro[4.5]dec-3-en-2-one (example 80) for the substrate. MS 492.4 Reactants: CCO, CCOC(C)=O, COC(=O)c1ccc(B(O)O)cc1OC1CCCCC1, CC(C)(C)OC(=O)N(CCNc1ccc(I)cc1)CC(O)c1cccc(Cl)c1, [K+], [K+], [K+], O=P([O-])([O-])[O-]. Yields the product COC(=O)c1ccc(-c2ccc(NCCN(CC(O)c3cccc(Cl)c3)C(=O)OC(C)(C)C)cc2)cc1OC1CCCCC1. As a reaction SMILES: [CH3:57][CH2:58][OH:59].[CH3:60][CH2:61][O:62][C:63](=[O:64])[CH3:65].[CH:29]1([O:35][c:36]2[cH:37][c:38]([B:46]([OH:47])[OH:48])[cH:39][cH:40][c:41]2[C:42](=[O:43])[O:44][CH3:45])[CH2:30][CH2:31][CH2:32][CH2:33][CH2:34]1.[Cl:1][c:2]1[cH:3][c:4]([CH:8]([CH2:9][N:10]([C:11]([O:12][C:13]([CH3:14])([CH3:15])[CH3:16])=[O:17])[CH2:18][CH2:19][NH:20][c:21]2[cH:22][cH:23][c:24]([I:27])[cH:25][cH:26]2)[OH:28])[cH:5][cH:6][cH:7]1.[K+:54].[K+:55].[K+:56].[P:49]([O-:50])([O-:51])([O-:52])=[O:53]>>[Cl:1][c:2]1[cH:3][c:4]([CH:8]([CH2:9][N:10]([C:11]([O:12][C:13]([CH3:14])([CH3:15])[CH3:16])=[O:17])[CH2:18][CH2:19][NH:20][c:21]2[cH:22][cH:23][c:24](-[c:38]3[cH:37][c:36]([O:35][CH:29]4[CH2:30][CH2:31][CH2:32][CH2:33][CH2:34]4)[c:41]([C:42](=[O:43])[O:44][CH3:45])[cH:40][cH:39]3)[cH:25][cH:26]2)[OH:28])[cH:5][cH:6][cH:7]1.